Dataset: the Open Reaction Database (ORD), a public repository of structured organic reaction records. Task: describe an organic reaction: reactants, conditions, products, and yield Procedure: To a mixture of (3-chloro-2-nitrophenyl)phenylamine (0.0109 mol) in MeOH (150 mL) and water (50 mL) were added NH4Cl (3.51 g, 0.0656 mol) and iron powder (2.45 g, 0.0438 mol) and the reaction mixture was heated to reflux temperature for 3 h. After cooling to RT, the solid was filtered through a pad of Celite® and washed with additional MeOH. The filtrate was concentrated in vacuo and then partitioned between EtOAc and water. The aqueous phase was further extracted with EtOAc and the combined org... Reaction SMILES: [Cl:1][C:2]1[C:3]([N+:15]([O-])=O)=[C:4]([NH:8][C:9]2[CH:14]=[CH:13][CH:12]=[CH:11][CH:10]=2)[CH:5]=[CH:6][CH:7]=1.[NH4+].[Cl-]>CO.O.[Fe]>[Cl:1][C:2]1[CH:7]=[CH:6][CH:5]=[C:4]([NH:8][C:9]2[CH:14]=[CH:13][CH:12]=[CH:11][CH:10]=2)[C:3]=1[NH2:15] |f:1.2|. Reagents/catalysts: [Fe] (iron). The reactants are [NH4+].[Cl-] (NH4Cl), ClC=1C(=C(C=CC1)NC1=CC=CC=C1)[N+](=O)[O-] ((3-chloro-2-nitrophenyl)phenylamine). The product is ClC1=C(C(=CC=C1)NC1=CC=CC=C1)N (3-Chloro-N1-phenylbenzene-1,2-diamine). The solvent is CO (MeOH), O (water). Reactants: Fc1ccc(-c2cn3ccsc3n2)c(F)c1, O=C1CCC(=O)N1I, CN(C)C=O, O. The product is Fc1ccc(-c2nc3sccn3c2I)c(F)c1. RXN SMILES: [F:9][c:10]1[c:11](-[c:17]2[n:18][c:19]3[s:20][cH:21][cH:22][n:23]3[cH:24]2)[cH:12][cH:13][c:14]([F:16])[cH:15]1.[O:1]=[C:2]1[N:3]([I:8])[C:4](=[O:5])[CH2:6][CH2:7]1.[O:25]=[CH:26][N:27]([CH3:28])[CH3:29].[OH2:30]>>[I:8][c:24]1[c:17](-[c:11]2[c:10]([F:9])[cH:15][c:14]([F:16])[cH:13][cH:12]2)[n:18][c:19]2[s:20][cH:21][cH:22][n:23]21. Reactants: ClCCl, Cc1nc2ccccc2n1C1CC2CCC(C1)N2CCC1(c2ccccc2)CCNCC1, S=C(n1ccnc1)n1ccnc1. Yields the product Cc1nc2ccccc2n1C1CC2CCC(C1)N2CCC1(c2ccccc2)CCN(C(=S)n2ccnc2)CC1. Reaction SMILES: [CH2:45]([Cl:46])[Cl:47].[CH3:1][c:2]1[n:3][c:4]2[c:5]([n:6]1[CH:7]1[CH2:8][CH:9]3[CH2:10][CH2:11][CH:12]([CH2:13]1)[N:14]3[CH2:15][CH2:16][C:17]1([c:23]3[cH:24][cH:25][cH:26][cH:27][cH:28]3)[CH2:18][CH2:19][NH:20][CH2:21][CH2:22]1)[cH:29][cH:30][cH:31][cH:32]2.[n:33]1([C:38](=[S:39])[n:40]2[cH:41][cH:42][n:43][cH:44]2)[cH:34][n:35][cH:36][cH:37]1>>[CH3:1][c:2]1[n:3][c:4]2[c:5]([n:6]1[CH:7]1[CH2:8][CH:9]3[CH2:10][CH2:11][CH:12]([CH2:13]1)[N:14]3[CH2:15][CH2:16][C:17]1([c:23]3[cH:24][cH:25][cH:26][cH:27][cH:28]3)[CH2:18][CH2:19][N:20]([C:38]([n:33]3[cH:34][n:35][cH:36][cH:37]3)=[S:39])[CH2:21][CH2:22]1)[cH:29][cH:30][cH:31][cH:32]2. Starting materials: CC(C)(C)OC(=O)NC1CCN(N=C2CCN(c3ccncc3)CC2)C1=O, [BH3-]C#N, CC(=O)O, CO, [Na+]. Yields the product CC(C)(C)OC(=O)NC1CCN(NC2CCN(c3ccncc3)CC2)C1=O. As a reaction SMILES: [C:1]([CH3:2])([CH3:3])([CH3:4])[O:5][C:6](=[O:7])[NH:8][CH:9]1[C:10](=[O:27])[N:11]([N:14]=[C:15]2[CH2:16][CH2:17][N:18]([c:21]3[cH:22][cH:23][n:24][cH:25][cH:26]3)[CH2:19][CH2:20]2)[CH2:12][CH2:13]1.[C:32]([BH3-:33])#[N:34].[CH3:28][C:29](=[O:30])[OH:31].[CH3:36][OH:37].[Na+:35]>>[C:1]([CH3:2])([CH3:3])([CH3:4])[O:5][C:6](=[O:7])[NH:8][CH:9]1[C:10](=[O:27])[N:11]([NH:14][CH:15]2[CH2:16][CH2:17][N:18]([c:21]3[cH:22][cH:23][n:24][cH:25][cH:26]3)[CH2:19][CH2:20]2)[CH2:12][CH2:13]1. Starting materials: CS(=O)c1ccc([N+](=O)[O-])cc1, ClC(Cl)Cl, [N-]=[N+]=[N-], [Na+], O=S(=O)(O)O. Product: CS(=N)(=O)c1ccc([N+](=O)[O-])cc1. RXN SMILES: [CH3:1][S:2](=[O:3])[c:4]1[cH:5][cH:6][c:7]([N+:10](=[O:11])[O-:12])[cH:8][cH:9]1.[CH:22]([Cl:23])([Cl:24])[Cl:25].[N-:14]=[N+:15]=[N-:16].[Na+:13].[S:17](=[O:18])(=[O:19])([OH:20])[OH:21]>>[CH3:1][S:2](=[O:3])([c:4]1[cH:5][cH:6][c:7]([N+:10](=[O:11])[O-:12])[cH:8][cH:9]1)=[NH:14]. The reactants are O=C(Cl)c1cccc(Br)c1, CCC#N, C=CC#N, CCCCC(CC)CN(CC(CC)CCCC)CC(CC)CCCC. Yields the product N#CC=Cc1cccc(Br)c1. As a reaction SMILES: [Br:1][c:2]1[cH:3][c:4]([C:5]([Cl:6])=[O:7])[cH:8][cH:9][cH:10]1.[C:40](#[N:41])[CH2:42][CH3:43].[CH2:11]=[CH:12][C:13]#[N:14].[CH2:15]([CH:16]([CH2:17][CH2:18][CH2:19][CH3:20])[CH2:21][N:22]([CH2:23][CH:24]([CH2:25][CH3:26])[CH2:27][CH2:28][CH2:29][CH3:30])[CH2:31][CH:32]([CH2:33][CH3:34])[CH2:35][CH2:36][CH2:37][CH3:38])[CH3:39]>>[Br:1][c:2]1[cH:3][c:4]([CH:5]=[CH:12][C:13]#[N:14])[cH:8][cH:9][cH:10]1. Starting materials: NC1=CC=C(OC=2C(=NC=CN2)C2=CCN(CC2)C(=O)OC(C)(C)C)C=C1 (tert-butyl 4-(3-(4-aminophenoxy)pyrazin-2-yl)-5,6-dihydropyridine-1(2H)-carboxylate), CC=1C=C2C(=CC1C)N(C3=NC(=O)NC(=O)C3=N2)C[C@@H]([C@@H]([C@@H](CO)O)O)O (E101). The reagents and catalysts are [OH-].[Pd+2].[OH-] (palladium hydroxide), [Pd] (Pd). Run in O1CCOCC1 (1,4-dioxane). Product: NC1=CC=C(OC=2C(=NC=CN2)C2CCN(CC2)C(=O)OC(C)(C)C)C=C1 (tert-butyl 4-(3-(4-aminophenoxy)pyrazin-2-yl)piperidine-1-carboxylate). Reaction SMILES: [NH2:1][C:2]1[CH:27]=[CH:26][C:5]([O:6][C:7]2[C:8]([C:13]3[CH2:18][CH2:17][N:16]([C:19]([O:21][C:22]([CH3:25])([CH3:24])[CH3:23])=[O:20])[CH2:15][CH:14]=3)=[N:9][CH:10]=[CH:11][N:12]=2)=[CH:4][CH:3]=1.CC1C=C2N=C3C(=NC(NC3=O)=O)N(C[C@H](O)[C@H](O)[C@H](O)CO)C2=CC=1C>O1CCOCC1.[OH-].[Pd+2].[OH-].[Pd]>[NH2:1][C:2]1[CH:27]=[CH:26][C:5]([O:6][C:7]2[C:8]([CH:13]3[CH2:18][CH2:17][N:16]([C:19]([O:21][C:22]([CH3:23])([CH3:24])[CH3:25])=[O:20])[CH2:15][CH2:14]3)=[N:9][CH:10]=[CH:11][N:12]=2)=[CH:4][CH:3]=1 |f:3.4.5|. Procedure: A solution of tert-butyl 4-(3-(4-aminophenoxy)pyrazin-2-yl)-5,6-dihydropyridine-1(2H)-carboxylate (2.87 g, 7.79 mmol) in 1,4-dioxane (39 mL) was added palladium hydroxide, 20 wt. % Pd (dry basis) on carbon, wet, Degussa type E101 NEW (0.27 g, 0.39 mmol) and hydrogenated (double-walled balloon pressure) at room temperature for 1 day. The reaction was filtered via a pad of Celite, and the filtrate was concentrated in vacuo and chromatographed via flash column chromatography (20% to 60% EtOAc/Hexan... The reactants are S(O)(O)(=O)=O (sulfuric acid), NC1=C(C#N)C(=CC=C1)F (2-amino-6-fluoro-benzonitrile), [OH-].[Na+] (sodium hydroxide), O (water). Solvent: C(C)O (ethanol). Product: 58, FC=1C=CC=C(C1C(=O)O)N (6-fluoroanthranilic acid). The yield is 90.9%. RXN SMILES: [NH2:1][C:2]1[CH:9]=[CH:8][CH:7]=[C:6]([F:10])[C:3]=1[C:4]#N.[OH-:11].[Na+].[OH2:13].S(=O)(=O)(O)O>C(O)C>[F:10][C:6]1[CH:7]=[CH:8][CH:9]=[C:2]([NH2:1])[C:3]=1[C:4]([OH:13])=[O:11] |f:1.2|. Procedure: 56 parts of 2-amino-6-fluoro-benzonitrile, 33 parts of sodium hydroxide, 250 parts of water and 20 parts by volume of ethanol are refluxed for 8 hours. The pH is then brought to 3-4 with 20 percent strength by weight aqueous sulfuric acid and the precipitate formed is filtered off, washed with water and dried. The aqueous phase is extracted with methylene chloride, the solvent is stripped off under reduced pressure and the residue is dried, also under reduced pressure. In this way, a total of 58...